Dataset: the Open Reaction Database (ORD), a public repository of structured organic reaction records. Task: describe an organic reaction: reactants, conditions, products, and yield The reactants are C(=O)(O)CN1[C@@H](CN(C2(C1=O)COCCOC2)C(=O)OC(C)(C)C)C2=CC(=CC(=C2)F)F (tert-butyl (R)-4-carboxymethyl-3-(3,5-difluoro-phenyl)-5-oxo-8,11-dioxa-1,4-diaza-spiro[5.6]dodecane-1-carboxylate), NC=1C=C2C[C@@]3(C(NC4=NC=CC=C43)=O)CC2=CC1 ((S)-5-amino-1,3-dihydrospiro[inden-2,3′-pyrrolo[2,3-b]pyridin]-2′(1′H)-one), Cl.C(C)N=C=NCCCN(C)C (1-ethyl-3-(3-dimethylaminopropyl)carbodiimide hydrochloride), C=1C=CC2=C(C1)N=NN2O (HOBT), TEA, Cl (hydrochloric acid). Run in CN(C)C=O (DMF). The product is FC=1C=C(C=C(C1)F)[C@@H]1CNC2(C(N1CC(=O)NC=1C=C3C[C@@]4(C(NC5=NC=CC=C54)=O)CC3=CC1)=O)COCCOC2 (2-((R)-3-(3,5-difluorophenyl)-5-oxo-8,11-dioxa-1,4-diazaspiro[5.6]dodecan-4-yl)-N-((S)-2′-oxo-1,1′,2′,3-tetrahydrospiro[inden-2,3′-pyrrolo[2,3-b]pyridin]-5-yl)acetamide). Reaction SMILES: [C:1]([CH2:4][N:5]1[C:10](=[O:11])[C:9]2([CH2:17][O:16][CH2:15][CH2:14][O:13][CH2:12]2)[N:8](C(OC(C)(C)C)=O)[CH2:7][C@H:6]1[C:25]1[CH:30]=[C:29]([F:31])[CH:28]=[C:27]([F:32])[CH:26]=1)(O)=[O:2].[NH2:33][C:34]1[CH:35]=[C:36]2[C:49](=[CH:50][CH:51]=1)[CH2:48][C@@:38]1([C:46]3[C:41](=[N:42][CH:43]=[CH:44][CH:45]=3)[NH:40][C:39]1=[O:47])[CH2:37]2.Cl.C(N=C=NCCCN(C)C)C.C1C=CC2N(O)N=NC=2C=1.Cl>CN(C=O)C>[F:31][C:29]1[CH:30]=[C:25]([C@H:6]2[N:5]([CH2:4][C:1]([NH:33][C:34]3[CH:35]=[C:36]4[C:49](=[CH:50][CH:51]=3)[CH2:48][C@@:38]3([C:46]5[C:41](=[N:42][CH:43]=[CH:44][CH:45]=5)[NH:40][C:39]3=[O:47])[CH2:37]4)=[O:2])[C:10](=[O:11])[C:9]3([CH2:17][O:16][CH2:15][CH2:14][O:13][CH2:12]3)[NH:8][CH2:7]2)[CH:26]=[C:27]([F:32])[CH:28]=1 |f:2.3|. Procedure details: 0.114 g (0.25 mmol) tert-butyl (R)-4-carboxymethyl-3-(3,5-difluoro-phenyl)-5-oxo-8,11-dioxa-1,4-diaza-spiro[5.6]dodecane-1-carboxylate were stirred overnight at RT with 67.9 mg (0.27 mmol) (S)-5-amino-1,3-dihydrospiro[inden-2,3′-pyrrolo[2,3-b]pyridin]-2′(1′H)-one, 63.3 mg (0.33 mmol) 1-ethyl-3-(3-dimethylaminopropyl)carbodiimide hydrochloride, 44.6 mg (0.33 mmol) HOBT, 35 μl (0.25 mmol) TEA and 1.5 ml DMF. The solvent was spun off and the residue was stirred with 15 ml of a methanolic hydrochlor... Starting materials: Cl (hydrochloric acid), C(CCC)[Li] (n-Butyl lithium), BrC=1C(=NOC1C)COC (4-bromo-3-methoxymethyl-5-methyl isoxazole), C(C)(C)OB(OC(C)C)OC(C)C (triisopropylborate). Run in O (water), C1CCOC1 (THF). Reaction conditions: temperature -78 celsius, time 15 hour. Yields the product COCC1=NOC(=C1B(O)O)C (3-methoxymethyl-5-methyl isoxazole-4-boronic acid). Yield: 26.0%. As a reaction SMILES: C([Li])CCC.Br[C:7]1[C:8]([CH2:13][O:14][CH3:15])=[N:9][O:10][C:11]=1[CH3:12].C([O:19][B:20](OC(C)C)[O:21]C(C)C)(C)C.Cl>C1COCC1.O>[CH3:15][O:14][CH2:13][C:8]1[C:7]([B:20]([OH:21])[OH:19])=[C:11]([CH3:12])[O:10][N:9]=1. Procedure: n-Butyl lithium (2.5 M in hexanes, 2.20 mmol) was added dropwise to 4-bromo-3-methoxymethyl-5-methyl isoxazole (412 mg, 2.00 mmol) in THF (8 mL) at −78° C. under nitrogen. After stirring at −78° C. for 30 min triisopropylborate (564 mg, 3.00 mmol) was added dropwise. The temperature was maintained at −78° C. for 2 h then the reaction was allowed to warm to room temperature and stirred for 15 h. The reaction mixture was poured into a mixture of 1N hydrochloric acid and water (1:1, 100 mL) and sti... The reactants are silver halide, COCCNC=1SC(=NN1)NCCOC (2,5-bis(2-methoxyethylamino)-1,3,4-thiadiazole), C(C)OCCNC=1SC(=NN1)NC (2-(2-ethoxyethylamino)-5-methylamino-1,3,4-thiadiazole), COC1=CC=C(C=C1)NC=1SC(=NN1)NCCOC (2-(p-methoxyphenylamino)-5-(2-methoxyethylamino)-1,3,4-thiadiazole), COCCNC=1SC(=NN1)NC1=CC=CC=C1 (2-(2-methoxyethylamino)-5-phenylamino-1,3,4-thiadiazole), CNC=1SC(=NN1)NC (2,5-bis-(methylamino)-1,3,4-thiadiazole), 2-methylamino-5-ethylamino-1,3,4,thiadiazole, C(C)OCCNC=1SC(=NN1)NCCOC (2-(2-ethoxyethylamino)-5-(2-methoxyethylamino)-1,3,4-thiadiazole). Reagents/catalysts: [Ag]Cl (silver chloride). Yields the product C(C)NC=1OC(=NN1)NCC (2,5-bis(ethylamino)-1,3,4-oxadiazole). RXN SMILES: CNC1SC(NC)=NN=1.C([O:12]CCNC1SC(NC)=NN=1)C.CO[CH2:25][CH2:26][NH:27][C:28]1S[C:30]([NH:33][CH2:34][CH2:35]OC)=[N:31][N:32]=1.C(OCCNC1SC(NCCOC)=NN=1)C.COCCNC1SC(NC2C=CC=CC=2)=NN=1.COC1C=CC(NC2SC(NCCOC)=NN=2)=CC=1>[Ag]Cl>[CH2:26]([NH:27][C:28]1[O:12][C:30]([NH:33][CH2:34][CH3:35])=[N:31][N:32]=1)[CH3:25]. Procedure details: The photographic element of claim 10 comprising a silver chloride emulsion layer incorporating a silver halide developing agent which is 2,5-bis-(methylamino)-1,3,4-thiadiazole; 2-methylamino-5-ethylamino-1,3,4,thiadiazole; 2-(2-ethoxyethylamino)-5-methylamino-1,3,4-thiadiazole; 2,5-bis(2-methoxyethylamino)-1,3,4-thiadiazole; 2-(2-ethoxyethylamino)-5-(2-methoxyethylamino)-1,3,4-thiadiazole; 2-(2-methoxyethylamino)-5-phenylamino-1,3,4-thiadiazole; 2-(p-methoxyphenylamino)-5-(2-methoxyethylamino)-...